Dataset: the Open Reaction Database (ORD), a public repository of structured organic reaction records. Task: describe an organic reaction: reactants, conditions, products, and yield Starting materials: C1(=CC=CC=C1)O (Phenol), C(C=1C(O)=CC=CC1)(=O)OC1=CC=CC=C1 (phenyl salicylate), NC=1C(=CC=CC1)C (2-toluidine), ClC1=C(C=C(C=C1)Cl)Cl (1,2,4-trichlorobenzene). Run in hexanes. The product is CC1=C(NC(C=2C(O)=CC=CC2)=O)C=CC=C1 (2′-methyl-salicylanilide). Isolated yield 90.2%. Reaction SMILES: C1(O)C=CC=CC=1.[C:8]([O:17]C1C=CC=CC=1)(=O)[C:9]1[C:10](=[CH:12][CH:13]=[CH:14][CH:15]=1)[OH:11].[NH2:24][C:25]1[C:26]([CH3:31])=[CH:27][CH:28]=[CH:29][CH:30]=1.ClC1C=CC(Cl)=CC=1Cl>>[CH3:31][C:26]1[CH:27]=[CH:28][CH:29]=[CH:30][C:25]=1[NH:24][C:8](=[O:17])[C:9]1[C:10](=[CH:12][CH:13]=[CH:14][CH:15]=1)[OH:11]. Reported procedure: Phenol was distilled from a boiling mixture of phenyl salicylate (42.8 gm, 0.20 mol), 2-toluidine (26.7 gm, 0.25 mol), and 1,2,4-trichlorobenzene (41 mL) as described in the literature procedure (Organic Syntheses, Coll. Vol. 3, 765). The cooled product mixture was transferred to an 250 mL Erlenmeyer flask and boiled with hexanes (75 mL) for 30 minutes. The solid product was isolated from the hot mixture by vacuum filtration. The solid was washed with more hexanes until the filtrate was colorles... Reactants: C1(=CC=CC=C1)CN1[C@@H](CCC1)CN1CCCCC1 (1-{[(2S)-1-(Phenylmethyl)-2-pyrrolidinyl]methyl}piperidine), Cl (HCl). The solvent is CO (MeOH). Yields the product Cl.N1[C@@H](CCC1)CN1CCCCC1 (1-[(2S)-2-pyrrolidinylmethyl]piperidine hydrochloride). The yield is 123.0%. RXN SMILES: C1(C[N:8]2[CH2:12][CH2:11][CH2:10][C@H:9]2[CH2:13][N:14]2[CH2:19][CH2:18][CH2:17][CH2:16][CH2:15]2)C=CC=CC=1.[ClH:20]>CO>[ClH:20].[NH:8]1[CH2:12][CH2:11][CH2:10][C@H:9]1[CH2:13][N:14]1[CH2:19][CH2:18][CH2:17][CH2:16][CH2:15]1 |f:3.4|. Reported procedure: 1-{[(2S)-1-(Phenylmethyl)-2-pyrrolidinyl]methyl}piperidine (710 mg, 2.747 mmol) was dissolved in a mixture of MeOH (20 mL) and 1N HCl (6 mL, 6.044 mmol), degassed and placed under argon. 10% Pd/C (213 mg) was added, and the contents were thoroughly degassed and placed under a hydrogen balloon for 2 h. The contents were then degassed, and the Pd/C was removed by filtration through a fiberglass filter, washing with MeOH. The filtrate was concentrated in vacuo to provide pure 1-[(2S)-2-pyrrolidinyl... The reactants are ClC(Cl)Cl, CC(C)c1ccc2c(c1)C(Cl)Cc1ccc(F)cc1S2, Fc1ccc(OCCN2CCNCC2)cc1. Product: CC(C)c1ccc2c(c1)C(N1CCN(CCOc3ccc(F)cc3)CC1)Cc1ccc(F)cc1S2. As a reaction SMILES: [CH:37]([Cl:38])([Cl:39])[Cl:40].[Cl:1][CH:2]1[CH2:3][c:4]2[c:5]([cH:16][c:17]([F:20])[cH:18][cH:19]2)[S:6][c:7]2[c:8]1[cH:9][c:10]([CH:13]([CH3:14])[CH3:15])[cH:11][cH:12]2.[F:21][c:22]1[cH:23][cH:24][c:25]([O:26][CH2:27][CH2:28][N:29]2[CH2:30][CH2:31][NH:32][CH2:33][CH2:34]2)[cH:35][cH:36]1>>[CH:2]1([N:32]2[CH2:31][CH2:30][N:29]([CH2:28][CH2:27][O:26][c:25]3[cH:24][cH:23][c:22]([F:21])[cH:36][cH:35]3)[CH2:34][CH2:33]2)[CH2:3][c:4]2[c:5]([cH:16][c:17]([F:20])[cH:18][cH:19]2)[S:6][c:7]2[c:8]1[cH:9][c:10]([CH:13]([CH3:14])[CH3:15])[cH:11][cH:12]2. Reactants: COCCN (2-methoxy-ethylamine), ClC1=CC=2C3=C(N(C2C=C1)C=C(C)C1=CC=NC=C1)CCN(C3)C (8-Chloro-2-methyl-5-(2-pyridin-4-yl-propenyl)-2,3,4,5-tetrahydro-1H-pyrido[4,3-b]indole), CC(C)([O-])C.[Na+] (sodium tertbutoxide), 2-di-tertbutylphosphino-2′-4′-6′-triisopropylbiphenyl. The reagents and catalysts are C(C)(=O)[O-].[Pd+2].C(C)(=O)[O-] (palladium acetate). Run at temperature 100 celsius. The product is COCCNC1=CC=2C3=C(N(C2C=C1)\C=C(/C)\C1=CC=NC=C1)CCN(C3)C ((E)-N-(2-methoxyethyl)-2-methyl-5-(2-(pyridin-4-yl)prop-1-enyl)-2,3,4,5-tetrahydro-1H-pyrido[4,3-b]indol-8-amine). Isolated yield 16.3%. RXN SMILES: Cl[C:2]1[CH:10]=[CH:9][C:8]2[N:7]([CH:11]=[C:12]([C:14]3[CH:19]=[CH:18][N:17]=[CH:16][CH:15]=3)[CH3:13])[C:6]3[CH2:20][CH2:21][N:22]([CH3:24])[CH2:23][C:5]=3[C:4]=2[CH:3]=1.CC(C)([O-])C.[Na+].[CH3:31][O:32][CH2:33][CH2:34][NH2:35]>C([O-])(=O)C.[Pd+2].C([O-])(=O)C>[CH3:31][O:32][CH2:33][CH2:34][NH:35][C:2]1[CH:10]=[CH:9][C:8]2[N:7](/[CH:11]=[C:12](/[C:14]3[CH:19]=[CH:18][N:17]=[CH:16][CH:15]=3)\[CH3:13])[C:6]3[CH2:20][CH2:21][N:22]([CH3:24])[CH2:23][C:5]=3[C:4]=2[CH:3]=1 |f:1.2,4.5.6|. Procedure details: 8-Chloro-2-methyl-5-(2-pyridin-4-yl-propenyl)-2,3,4,5-tetrahydro-1H-pyrido[4,3-b]indole (0.100 g, 0.245 mmol), sodium tertbutoxide (0.283 g, 2.948 mmol), palladium acetate (0.010 g, 0.049 mmol) and 2-di-tertbutylphosphino-2′-4′-6′-triisopropylbiphenyl (0.031 g, 0.0735 mmol) were charged in a reaction bottle which was evacuated and back filled with nitrogen for 5 min. Dry toluene (2 mL) was added under nitrogen atmosphere. Finally, 2-methoxy-ethylamine (0.029 mL, 0.343 mmol) was added and the con...